The task is: describe an organic reaction: reactants, conditions, products, and yield. This data is from the Open Reaction Database (ORD), a public repository of structured organic reaction records. Reactants: O=C(n1ccnc1)n1ccnc1, Cc1cc(C(=O)O)ccn1, COC(=O)Cc1ccc(OC)cc1Cl, [Cl-], [H-], [NH4+], [Na+], CN(C)C=O. Yields the product COC(=O)C(C(=O)c1ccnc(C)c1)c1ccc(OC)cc1Cl. RXN SMILES: [C:1]([n:2]1[cH:3][cH:4][n:5][cH:6]1)([n:7]1[cH:8][cH:9][n:10][cH:11]1)=[O:12].[CH3:13][c:14]1[n:15][cH:16][cH:17][c:18]([C:20](=[O:21])[OH:22])[cH:19]1.[CH3:23][O:24][C:25]([CH2:26][c:27]1[c:28]([Cl:35])[cH:29][c:30]([O:33][CH3:34])[cH:31][cH:32]1)=[O:36].[Cl-:39].[H-:37].[NH4+:40].[Na+:38].[O:41]=[CH:42][N:43]([CH3:44])[CH3:45]>>[CH3:13][c:14]1[n:15][cH:16][cH:17][c:18]([C:20](=[O:22])[CH:26]([C:25]([O:24][CH3:23])=[O:36])[c:27]2[c:28]([Cl:35])[cH:29][c:30]([O:33][CH3:34])[cH:31][cH:32]2)[cH:19]1. The reactants are [Al+3], COc1ccc2ccccc2c1Br, COc1ccc2cc(C(C)=O)ccc2c1Br, Cc1ccc(C)cc1, [Cl-], [Cl-], [Cl-]. Yields the product COc1ccc2cc(C(C)=O)ccc2c1. As a reaction SMILES: [Al+3:2].[Br:21][c:22]1[c:23]2[c:24]([cH:25][cH:26][cH:27][cH:28]2)[cH:29][cH:30][c:31]1[O:32][CH3:33].[C:5]([CH3:6])(=[O:7])[c:8]1[cH:9][c:10]2[cH:11][cH:12][c:13]([O:19][CH3:20])[c:14]([Br:18])[c:15]2[cH:16][cH:17]1.[CH3:34][c:35]1[cH:36][cH:37][c:38]([CH3:39])[cH:40][cH:41]1.[Cl-:1].[Cl-:3].[Cl-:4]>>[C:5]([CH3:6])(=[O:7])[c:8]1[cH:9][c:10]2[cH:11][cH:12][c:13]([O:19][CH3:20])[cH:14][c:15]2[cH:16][cH:17]1.